Dataset: the Open Reaction Database (ORD), a public repository of structured organic reaction records. Task: describe an organic reaction: reactants, conditions, products, and yield Reactants: CO, NCC(F)(F)C(N)=O, COC(=O)C(F)(F)Cc1c[nH]c([N+](=O)[O-])n1. The product is NC(=O)C(F)(F)CNC(=O)C(F)(F)Cc1c[nH]c([N+](=O)[O-])n1. As a reaction SMILES: [CH3:25][OH:26].[F:17][C:18]([C:19](=[O:20])[NH2:21])([CH2:22][NH2:23])[F:24].[N+:1](=[O:2])([O-:3])[c:4]1[nH:5][cH:6][c:7]([CH2:9][C:10]([C:11]([O:13][CH3:12])=[O:14])([F:15])[F:16])[n:8]1>>[N+:1](=[O:2])([O-:3])[c:4]1[nH:5][cH:6][c:7]([CH2:9][C:10]([C:11](=[O:13])[NH:23][CH2:22][C:18]([F:17])([C:19](=[O:20])[NH2:21])[F:24])([F:15])[F:16])[n:8]1.